Dataset: the Open Reaction Database (ORD), a public repository of structured organic reaction records. Task: describe an organic reaction: reactants, conditions, products, and yield The solvent is O (water). RXN SMILES: Cl.[CH2:2]([N:4]([CH2:26][CH3:27])[CH2:5][C:6]#[C:7][CH2:8][NH:9][C:10](=[O:25])[C:11](Cl)([CH:18]1[CH2:23][CH2:22][CH2:21][CH2:20][CH2:19]1)[C:12]1[CH:17]=[CH:16][CH:15]=[CH:14][CH:13]=1)[CH3:3].C(=O)(O)[O-:29].[Na+]>O>[CH2:2]([N:4]([CH2:26][CH3:27])[CH2:5][C:6]#[C:7][CH2:8][NH:9][C:10](=[O:25])[C:11]([CH:18]1[CH2:23][CH2:22][CH2:21][CH2:20][CH2:19]1)([OH:29])[C:12]1[CH:17]=[CH:16][CH:15]=[CH:14][CH:13]=1)[CH3:3] |f:0.1,2.3|. The reactants are Cl.C(C)N(CC#CCNC(C(C1=CC=CC=C1)(C1CCCCC1)Cl)=O)CC (N-(4-Diethylamino-2-butynyl)-2-chloro-2-cyclohexyl-2-phenylacetamide hydrochloride), C([O-])(O)=O.[Na+] (sodium bicarbonate). Yields the product C(C)N(CC#CCNC(C(C1=CC=CC=C1)(O)C1CCCCC1)=O)CC (N-(4-diethylamino-2-butynyl)-2-cyclohexyl-2-hydroxy-2-phenylacetamide). Reported procedure: N-(4-Diethylamino-2-butynyl)-2-chloro-2-cyclohexyl-2-phenylacetamide hydrochloride (100 mg) was dissolved in water (1 ml) and the solution was refluxed for 20 minutes. After being cooled, the solution was made alkaline (pH 10) with saturated sodium bicarbonate aqueous solution and extracted with ethyl acetate. The extract was washed with sodium chloride aqueous solution, dried over sodium sulfate and evaporated in vacuo. The residue was purified by column chromatography on silica gel with a mixt... Reactants: BrC=1C(N(N=CC1Br)C)=O (4,5-Dibromo-2-methyl-3(2H)-pyridazinone), C[O-].[Na+] (sodium methoxide), solution. Run in CO (methanol), CO (methanol). Reaction conditions: temperature 23 celsius, time 3 hour. Product: BrC=1C(N(N=CC1OC)C)=O (4-Bromo-5-methoxy-2-methyl-3(2H)-pyridazinone). Reaction SMILES: [Br:1][C:2]1[C:3](=[O:10])[N:4]([CH3:9])[N:5]=[CH:6][C:7]=1Br.[CH3:11][O-:12].[Na+]>CO>[Br:1][C:2]1[C:3](=[O:10])[N:4]([CH3:9])[N:5]=[CH:6][C:7]=1[O:12][CH3:11] |f:1.2|. Procedure details: 4,5-Dibromo-2-methyl-3(2H)-pyridazinone (20 g, Maybridge Chemical Company) was cooled in an ice bath and treated successively with methanol (200 mL) and sodium methoxide (12 mL of a 30% solution in methanol). The ice bath was removed and the reaction was allowed to stir at 23° C. for 3 h. The methanol was removed by evaporation at reduced pressure. The residue was partitioned between dichloromethane and water. The organic layer was dried over magnesium sulfate and concentrated to provide the des... As a reaction SMILES: [CH2:1]([N:3]1[C:7]2=[N:8][C:9]([CH2:48][CH3:49])=[C:10]([CH2:19][NH:20][C:21]([C:23]3[CH:28]=[CH:27][CH:26]=[C:25]([C:29]([NH:31][CH2:32][C:33]4[C:34]([CH3:47])=[C:35]([C:39]5[CH:44]=[CH:43][CH:42]=[C:41](C=O)[CH:40]=5)[CH:36]=[CH:37][CH:38]=4)=[O:30])[CH:24]=3)=[O:22])[C:11]([NH:12][CH:13]3[CH2:18][CH2:17][O:16][CH2:15][CH2:14]3)=[C:6]2[CH:5]=[N:4]1)[CH3:2].[N:50]1([C:56](OC(C)(C)C)=O)[CH2:55][CH2:54][NH:53][CH2:52][CH2:51]1.C(O[BH-](OC(=O)C)OC(=O)C)(=O)C.[Na+].CC(O)=O>ClCCCl>[CH2:1]([N:3]1[C:7]2=[N:8][C:9]([CH2:48][CH3:49])=[C:10]([CH2:19][NH:20][C:21]([C:23]3[CH:28]=[CH:27][CH:26]=[C:25]([C:29]([NH:31][CH2:32][C:33]4[C:34]([CH3:47])=[C:35]([C:39]5[CH:44]=[CH:43][CH:42]=[C:41]([CH2:56][N:50]6[CH2:51][CH2:52][NH:53][CH2:54][CH2:55]6)[CH:40]=5)[CH:36]=[CH:37][CH:38]=4)=[O:30])[CH:24]=3)=[O:22])[C:11]([NH:12][CH:13]3[CH2:18][CH2:17][O:16][CH2:15][CH2:14]3)=[C:6]2[CH:5]=[N:4]1)[CH3:2] |f:2.3|. Run at time 3 hour. Solvent: ClCCCl (1,2-dichloroethane). Starting materials: C(C)N1N=CC=2C1=NC(=C(C2NC2CCOCC2)CNC(=O)C2=CC(=CC=C2)C(=O)NCC=2C(=C(C=CC2)C2=CC(=CC=C2)C=O)C)CC (N-{[1,6-Diethyl-4-(tetrahydro-2H-pyran-4-ylamino)-1H-pyrazolo[3,4-b]pyridin-5-yl]methyl}-N′-[(3′-formyl-2-methyl-3-biphenylyl)methyl]-1,3-benzenedicarboxamide), CC(=O)O (AcOH), N1(CCNCC1)C(=O)OC(C)(C)C (1,1-dimethylethyl 1-piperazinecarboxylate), C(C)(=O)O[BH-](OC(C)=O)OC(C)=O.[Na+] (sodium triacetoxyborohydride). Isolated yield 19.0%. Reported procedure: N-{[1,6-Diethyl-4-(tetrahydro-2H-pyran-4-ylamino)-1H-pyrazolo[3,4-b]pyridin-5-yl]methyl}-N′-[(3′-formyl-2-methyl-3-biphenylyl)methyl]-1,3-benzenedicarboxamide (100 mg, 0.000152 mol) in 1,2-dichloroethane (4 mL), 1,1-dimethylethyl 1-piperazinecarboxylate (44.6 mg, 0.00024 mol) and sodium triacetoxyborohydride (68 mg, 0.00032 mol) and AcOH (12 μL) was placed on an oscillating shaker overnight at room temperature. The reaction was quenched with sat. aq. NaHCO3, then extracted with 1,2-dichloroethan... Product: C(C)N1N=CC=2C1=NC(=C(C2NC2CCOCC2)CNC(=O)C2=CC(=CC=C2)C(=O)NCC=2C(=C(C=CC2)C2=CC(=CC=C2)CN2CCNCC2)C)CC (N-{[1,6-Diethyl-4-(tetrahydro-2H-pyran-4-ylamino)-1H-pyrazolo[3,4-b]pyridin-5-yl]methyl}-N′-{[2-methyl-3′-(1-piperazinylmethyl)-3-biphenylyl]methyl}-1,3-benzenedicarboxamide). The reactants are [Al+3], COCOC(=O)c1cc(C#N)c(F)cc1OCOC, CCOC(C)=O, CCOCC, [H-], [H-], [H-], [H-], [Li+]. The product is COCOc1cc(F)c(C#N)cc1CO. As a reaction SMILES: [Al+3:2].[C:7](#[N:8])[c:9]1[c:10]([F:25])[cH:11][c:12]([O:21][CH2:22][O:23][CH3:24])[c:13]([C:14](=[O:15])[O:16][CH2:17][O:18][CH3:19])[cH:20]1.[CH3:26][CH2:27][O:28][C:29](=[O:30])[CH3:31].[CH3:32][CH2:33][O:34][CH2:35][CH3:36].[H-:1].[H-:4].[H-:5].[H-:6].[Li+:3]>>[C:7](#[N:8])[c:9]1[c:10]([F:25])[cH:11][c:12]([O:21][CH2:22][O:23][CH3:24])[c:13]([CH2:14][OH:15])[cH:20]1.